Dataset: the Open Reaction Database (ORD), a public repository of structured organic reaction records. Task: describe an organic reaction: reactants, conditions, products, and yield Starting materials: O (Water), N1C=NC=C1 (Imidazole), [Si](C)(C)(C(C)(C)C)Cl (tert-butyldimethylsilyl chloride), ClC=1C=CC(=C(C1)C(CCC(=O)OCC)O)[N+](=O)[O-] (ethyl 4-(5-chloro-2-nitrophenyl)-4-hydroxybutanoate). Run in CN(C=O)C (dimethylformamide). Reaction conditions: time 16 hour. Product: [Si](C)(C)(C(C)(C)C)OC(CCC(=O)OCC)C1=C(C=CC(=C1)Cl)[N+](=O)[O-] (ethyl 4-(tert-butyldimethylsilyloxy)-4-(5-chloro-2-nitrophenyl)butanoate). Isolated yield 99.8%. Reaction SMILES: N1C=CN=C1.[Si:6](Cl)([C:9]([CH3:12])([CH3:11])[CH3:10])([CH3:8])[CH3:7].[Cl:14][C:15]1[CH:16]=[CH:17][C:18]([N+:30]([O-:32])=[O:31])=[C:19]([CH:21]([OH:29])[CH2:22][CH2:23][C:24]([O:26][CH2:27][CH3:28])=[O:25])[CH:20]=1.O>CN(C)C=O>[Si:6]([O:29][CH:21]([C:19]1[CH:20]=[C:15]([Cl:14])[CH:16]=[CH:17][C:18]=1[N+:30]([O-:32])=[O:31])[CH2:22][CH2:23][C:24]([O:26][CH2:27][CH3:28])=[O:25])([C:9]([CH3:12])([CH3:11])[CH3:10])([CH3:8])[CH3:7]. Procedure: Imidazole (5.4 g) and tert-butyldimethylsilyl chloride (3.98 g) were added to a solution of ethyl 4-(5-chloro-2-nitrophenyl)-4-hydroxybutanoate (3.8 g) in anhydrous dimethylformamide (25 mL), and stirred at room temperature for 16 hours. Water was added to the reaction mixture, followed by extraction with ethyl acetate. The ethyl acetate layer was washed with water three times and dried over anhydrous magnesium sulfate. Subsequently, the solvent was distilled off and the residue was purified by ... Starting materials: CC(C)N1C(N(CC1)CCN1CCNCC1)=O (1-[2-[3-(2-propyl)-2-imidazolidinon-1-yl]ethyl]-piperazine), [NH4+].[Cl-] (NH4Cl), ClC1=CC=C2C(C(N(C2=C1)C1=CC=C(C=C1)F)C(=O)OC)=O (6-chloro-2-methoxycarbonyl-1-(4-fluorophenyl)-3-indolinon), [Mg+2].[Cl-].[Cl-] (MgCl2), N#N (N2). Run in C(C)(=O)OCC (ethyl acetate), CN1CCCC1=O (NMP), O (H2O), CN1CCCC1=O (NMP). Conditions: temperature 130 celsius. Yields the product ClC1=CC=C2C(=CN(C2=C1)C1=CC=C(C=C1)F)N1CCN(CC1)CCN1C(N(CC1)C(C)C)=O (6-chloro-1-(4-fluorophenyl)-3-[4-[2-[3-(2-propyl)-2-imidazolidinon-1-yl]ethyl]-1-piperazinyl]-1H-indole). The yield is 50.2%. RXN SMILES: [Cl:1][C:2]1[CH:10]=[C:9]2[C:5]([C:6](=O)[CH:7](C(OC)=O)[N:8]2[C:11]2[CH:16]=[CH:15][C:14]([F:17])=[CH:13][CH:12]=2)=[CH:4][CH:3]=1.[Mg+2].[Cl-].[Cl-].N#N.[CH3:28][CH:29]([N:31]1[CH2:35][CH2:34][N:33]([CH2:36][CH2:37][N:38]2[CH2:43][CH2:42][NH:41][CH2:40][CH2:39]2)[C:32]1=[O:44])[CH3:30].[NH4+].[Cl-]>CN1C(=O)CCC1.C(OCC)(=O)C.O>[Cl:1][C:2]1[CH:10]=[C:9]2[C:5]([C:6]([N:41]3[CH2:42][CH2:43][N:38]([CH2:37][CH2:36][N:33]4[CH2:34][CH2:35][N:31]([CH:29]([CH3:28])[CH3:30])[C:32]4=[O:44])[CH2:39][CH2:40]3)=[CH:7][N:8]2[C:11]2[CH:12]=[CH:13][C:14]([F:17])=[CH:15][CH:16]=2)=[CH:4][CH:3]=1 |f:1.2.3,6.7|. Procedure: To 6-chloro-2-methoxycarbonyl-1-(4-fluorophenyl)-3-indolinon (7.5 g) in NMP (75 ml) was added MgCl2, 6H2O (9 g). The mixture was heated at 130° C. under N2 for one hour and finally the temperature was raised to 190° C. while H2O vapours were carried away by a gentle stream of N2. 1-[2-[3-(2-propyl)-2-imidazolidinon-1-yl]ethyl]-piperazine (12 g) in NMP (30 ml) were added and the temperature kept at 190°-200° C. for another hour. After cooling to room temperature the reaction mixture was poured in... Procedure: Proceeding in a manner similar to that described above in Example 10, part A but substituting equivalent amounts of 4-(p-chlorophenyl)-4,5,6,7-tetrahydro-1,3-diiminoisoindoline and 2-(p-ethylanilino)-4-imino-2-thiazoline hydrochloride for 4,5,6,7-tetrahydro-1,3-diiminoisoindoline and 2,4-diiminothiazolidine hydrochloride, there is obtained as the product 1-imino-4-(p-chlorophenyl)-4,5,6,7-tetrahydro-3-[2-(p-ethylanilino)-4-imino-2-thiazolin-5-ylidene]isoindoline. RXN SMILES: [Cl:1][C:2]1[CH:7]=[CH:6][C:5]([CH:8]2[CH2:16][CH2:15][CH2:14][C:13]3[C:12](=[NH:17])[NH:11][C:10](=N)[C:9]2=3)=[CH:4][CH:3]=1.Cl.[CH2:20]([C:22]1[CH:34]=[CH:33][C:25]([NH:26][C:27]2[S:28][CH2:29][C:30](=[NH:32])[N:31]=2)=[CH:24][CH:23]=1)[CH3:21].N=C1C2CCCCC=2C(=N)N1.Cl.N=C1NC(=N)CS1>>[NH:17]=[C:12]1[C:13]2[CH2:14][CH2:15][CH2:16][CH:8]([C:5]3[CH:6]=[CH:7][C:2]([Cl:1])=[CH:3][CH:4]=3)[C:9]=2[C:10](=[C:29]2[S:28][C:27]([NH:26][C:25]3[CH:24]=[CH:23][C:22]([CH2:20][CH3:21])=[CH:34][CH:33]=3)=[N:31][C:30]2=[NH:32])[NH:11]1 |f:1.2,4.5|. Reactants: ClC1=CC=C(C=C1)C1C=2C(NC(C2CCC1)=N)=N (4-(p-chlorophenyl)-4,5,6,7-tetrahydro-1,3-diiminoisoindoline), Cl.N=C1SCC(N1)=N (2,4-diiminothiazolidine hydrochloride), Cl.C(C)C1=CC=C(NC=2SCC(N2)=N)C=C1 (2-(p-ethylanilino)-4-imino-2-thiazoline hydrochloride), N=C1NC(C=2CCCCC12)=N (4,5,6,7-tetrahydro-1,3-diiminoisoindoline). Product: N=C1NC(C=2C(CCCC12)C1=CC=C(C=C1)Cl)=C1C(N=C(S1)NC1=CC=C(C=C1)CC)=N (1-imino-4-(p-chlorophenyl)-4,5,6,7-tetrahydro-3-[2-(p-ethylanilino)-4-imino-2-thiazolin-5-ylidene]isoindoline). Reactants: BrCC1=NC=NC(=C1)C1=C(C(=CC=C1)Cl)Cl (4-(Bromomethyl)-6-(2,3-dichlorophenyl)pyrimidine), ClC1=CC=C(C=C1)C=1N(C(NN1)=O)C[C@@H](C(F)(F)F)O (5-(4-Chlorophenyl)-4-[(2S)-3,3,3-trifluoro-2-hydroxypropyl]-2,4-dihydro-3H-1,2,4-triazol-3-one). Product: ClC1=CC=C(C=C1)C=1N(C(N(N1)CC1=NC=NC(=C1)C1=C(C(=CC=C1)Cl)Cl)=O)C[C@@H](C(F)(F)F)O (5-(4-Chlorophenyl)-2-{[6-(2,3-dichlorophenyl)pyrimidin-4-yl]methyl}-4-[(2S)-3,3,3-trifluoro-2-hydroxypropyl]-2,4-dihydro-3H-1,2,4-triazol-3-one). As a reaction SMILES: Br[CH2:2][C:3]1[CH:8]=[C:7]([C:9]2[CH:14]=[CH:13][CH:12]=[C:11]([Cl:15])[C:10]=2[Cl:16])[N:6]=[CH:5][N:4]=1.[Cl:17][C:18]1[CH:23]=[CH:22][C:21]([C:24]2[N:25]([CH2:30][C@H:31]([OH:36])[C:32]([F:35])([F:34])[F:33])[C:26](=[O:29])[NH:27][N:28]=2)=[CH:20][CH:19]=1>>[Cl:17][C:18]1[CH:23]=[CH:22][C:21]([C:24]2[N:25]([CH2:30][C@H:31]([OH:36])[C:32]([F:34])([F:35])[F:33])[C:26](=[O:29])[N:27]([CH2:2][C:3]3[CH:8]=[C:7]([C:9]4[CH:14]=[CH:13][CH:12]=[C:11]([Cl:15])[C:10]=4[Cl:16])[N:6]=[CH:5][N:4]=3)[N:28]=2)=[CH:20][CH:19]=1. Procedure details: Analogously to the preparation of the compound in Example 94, 23 mg (0.07 mmol) of the compound from Example 84A and 24 mg (0.08 mmol) of the compound from Example 5A were reacted with one another. This gave 29 mg (66% of theory) of the target compound. Starting materials: CC1=CC=2C(=C3C=C(C=NC3=C(N2)N)\C=C\C)C=C1 ((E)-8-methyl-2-(prop-1-enyl)benzo[f][1,7]naphthyridin-5-amine), [H][H] (Hydrogen). The reagents and catalysts are [Pd] (palladium on carbon). Run in C(C)(=O)OCC.CO (ethyl acetate methanol). Conditions: time 3 hour. Product: CC1=CC=2C(=C3C=C(C=NC3=C(N2)N)CCC)C=C1 (8-methyl-2-propylbenzo[f][1,7]naphthyridin-5-amine). As a reaction SMILES: [CH3:1][C:2]1[CH:19]=[CH:18][C:5]2=[C:6]3[C:11](=[C:12]([NH2:14])[N:13]=[C:4]2[CH:3]=1)[N:10]=[CH:9][C:8](/[CH:15]=[CH:16]/[CH3:17])=[CH:7]3.[H][H]>C(OCC)(=O)C.CO.[Pd]>[CH3:1][C:2]1[CH:19]=[CH:18][C:5]2=[C:6]3[C:11](=[C:12]([NH2:14])[N:13]=[C:4]2[CH:3]=1)[N:10]=[CH:9][C:8]([CH2:15][CH2:16][CH3:17])=[CH:7]3 |f:2.3|. Procedure: To a solution of (E)-8-methyl-2-(prop-1-enyl)benzo[f][1,7]naphthyridin-5-amine (from the previous step) in ethyl acetate/methanol (1:4, 0.05 M) was added 10% wt palladium on carbon (0.2 eq.). Hydrogen gas was introduced via a balloon, and the reaction was stirred for 3 hours. The mixture was filtered through a pad of celite, washing with dichloromethane. The filtrate was concentrated en vacuo and purified by a COMBIFLASH® system (ISCO) using 0-80% ethyl acetate in hexane to give 8-methyl-2-propy... The reactants are C(C)OC(CC=1C=C(C(=CC1)OC)C1=C(C=C(C=C1)C(F)(F)F)CBr)=O ((2′-bromomethyl-6-methoxy-4′-trifluoromethyl-biphenyl-3-yl)-acetic acid ethyl ester), C1(=CC=CC=C1)S (thiophenol), [H-].[Na+] (sodium hydride). Solvent: O1CCOCC1 (1,4-dioxane). Conditions: time 30 minute. The product is C(C)OC(CC=1C=C(C(=CC1)OC)C1=C(C=C(C=C1)C(F)(F)F)CSC1=CC=CC=C1)=O ((6-Methoxy-2′-phenylsulfanylmethyl-4′-trifluoromethyl-biphenyl-3-yl)-acetic acid ethyl ester). RXN SMILES: [CH2:1]([O:3][C:4](=[O:26])[CH2:5][C:6]1[CH:7]=[C:8]([C:14]2[CH:19]=[CH:18][C:17]([C:20]([F:23])([F:22])[F:21])=[CH:16][C:15]=2[CH2:24]Br)[C:9]([O:12][CH3:13])=[CH:10][CH:11]=1)[CH3:2].[C:27]1([SH:33])[CH:32]=[CH:31][CH:30]=[CH:29][CH:28]=1.[H-].[Na+]>O1CCOCC1>[CH2:1]([O:3][C:4](=[O:26])[CH2:5][C:6]1[CH:7]=[C:8]([C:14]2[CH:19]=[CH:18][C:17]([C:20]([F:23])([F:22])[F:21])=[CH:16][C:15]=2[CH2:24][S:33][C:27]2[CH:32]=[CH:31][CH:30]=[CH:29][CH:28]=2)[C:9]([O:12][CH3:13])=[CH:10][CH:11]=1)[CH3:2] |f:2.3|. Procedure details: To a solution of (2′-bromomethyl-6-methoxy-4′-trifluoromethyl-biphenyl-3-yl)-acetic acid ethyl ester (0.103 g, 0.24 mmol) and thiophenol (0.03 mL, 0.26 mmol) in 1,4-dioxane (2 mL) was added sodium hydride (60% in mineral oil; 0.013 g, 0.29 mmol), and the reaction was stirred for 30 minutes at room temperature. The mixture was partitioned between EtOAc and H2O, and the aqueous layer was acidified and extracted three times with EtOAc. The combined organic layers were dried over MgSO4, filtered, an... Starting materials: O=Cc1ccccc1F, FC(F)(F)c1nnc2ccc(N3CCCNCC3)nn12. Product: Fc1ccccc1CN1CCCN(c2ccc3nnc(C(F)(F)F)n3n2)CC1. Reaction SMILES: [F:21][c:22]1[c:23]([CH:24]=[O:25])[cH:26][cH:27][cH:28][cH:29]1.[N:1]1([c:8]2[cH:9][cH:10][c:11]3[n:12]([n:13]2)[c:14]([C:17]([F:18])([F:19])[F:20])[n:15][n:16]3)[CH2:2][CH2:3][NH:4][CH2:5][CH2:6][CH2:7]1>>[N:1]1([c:8]2[cH:9][cH:10][c:11]3[n:12]([n:13]2)[c:14]([C:17]([F:18])([F:19])[F:20])[n:15][n:16]3)[CH2:2][CH2:3][N:4]([CH2:24][c:23]2[c:22]([F:21])[cH:29][cH:28][cH:27][cH:26]2)[CH2:5][CH2:6][CH2:7]1.